This data is from the Open Reaction Database (ORD), a public repository of structured organic reaction records. The task is: describe an organic reaction: reactants, conditions, products, and yield Reactants: C(C)(=O)[O-].[K+] (potassium acetate), CN(C=O)C (N,N-dimethylformamide), P(=O)(Cl)(Cl)Cl (phosphorus oxychloride), C(C)OC(=O)N1C(C2=CC(=C(C=C2C=C1)OC(C)=O)OC)CC1=CC(=CC=C1)OCC (6-acetoxy-7-methoxy-1-(3-ethoxy-benzyl)-1H-isoquinoline-2-carboxylic acid ethyl ester). Run in O (water), O (water), ClCCl (dichloromethane), C(C)(=O)OCC.CCCCCC (ethyl acetate hexane), ClCCl (dichloromethane). Reaction conditions: time 30 minute. Yields the product C(C)OC(=O)N1C(C2=CC(=C(C=C2C(=C1)C=O)OC(C)=O)OC)CC1=CC(=CC=C1)OCC (6-acetoxy-1-(3-ethoxy-benzyl)-4-formyl-7-methoxy-1H-isoquinoline-2-carboxylic acid ethyl ester). Yield: 25.3%. As a reaction SMILES: CN(C)[CH:3]=[O:4].P(Cl)(Cl)(Cl)=O.[CH2:11]([O:13][C:14]([N:16]1[CH:25]=[CH:24][C:23]2[C:18](=[CH:19][C:20]([O:30][CH3:31])=[C:21]([O:26][C:27](=[O:29])[CH3:28])[CH:22]=2)[CH:17]1[CH2:32][C:33]1[CH:38]=[CH:37][CH:36]=[C:35]([O:39][CH2:40][CH3:41])[CH:34]=1)=[O:15])[CH3:12].C([O-])(=O)C.[K+]>ClCCl.O.C(OCC)(=O)C.CCCCCC>[CH2:11]([O:13][C:14]([N:16]1[CH:25]=[C:24]([CH:3]=[O:4])[C:23]2[C:18](=[CH:19][C:20]([O:30][CH3:31])=[C:21]([O:26][C:27](=[O:29])[CH3:28])[CH:22]=2)[CH:17]1[CH2:32][C:33]1[CH:38]=[CH:37][CH:36]=[C:35]([O:39][CH2:40][CH3:41])[CH:34]=1)=[O:15])[CH3:12] |f:3.4,7.8|. Reported procedure: To anhydrous N,N-dimethylformamide (3.46 mL, 43.5 mmol) at 0° C. was added phosphorus oxychloride (1.83 mL, 19.2 mmol) dropwise. The mixture was warmed to room temperature and stirred for 30 minutes. The mixture was cooled in an ice-bath, and 6-acetoxy-7-methoxy-1-(3-ethoxy-benzyl)-1H-isoquinoline-2-carboxylic acid ethyl ester (3.7 mg, 8.70 mmol) in dichloromethane (8 mL) was added dropwise. After addition was complete, the mixture was heated on an oil bath for 4 hrs at 80° C. The mixture was co... Starting materials: COC1=CC=C2CCC(C2=C1)=O (6-methoxyindan-1-one), CC1=CC=C(C=C1)N=CC=1C(=CC2=C(OCO2)C1)N (6[[(4-methylphenyl)imino]methyl]-1,3-benzodioxol-5-amine). Product: COC=1C=CC=2CC=3C(=NC=4C=C5C(=CC4C3)OCO5)C2C1 (7-methoxy-10H-1,3-dioxolo[4,5-g]indeno[1,2-b]quinoline). Isolated yield 44.6%. Reaction SMILES: [CH3:1][O:2][C:3]1[CH:11]=[C:10]2[C:6]([CH2:7][CH2:8][C:9]2=O)=[CH:5][CH:4]=1.CC1C=CC(N=[CH:21][C:22]2[C:23]([NH2:31])=[CH:24][C:25]3[O:29][CH2:28][O:27][C:26]=3[CH:30]=2)=CC=1>>[CH3:1][O:2][C:3]1[CH:4]=[CH:5][C:6]2[CH2:7][C:8]3[C:9]([C:10]=2[CH:11]=1)=[N:31][C:23]1[CH:24]=[C:25]2[O:29][CH2:28][O:27][C:26]2=[CH:30][C:22]=1[CH:21]=3. Procedure details: Using the procedure of Example 1, 6-methoxyindan-1-one (162 mg, 1 mmol) is reacted with 6[[(4-methylphenyl)imino]methyl]-1,3-benzodioxol-5-amine (255 mg, 1 mmol) to yields 7-methoxy-10H-1,3-dioxolo[4,5-g]indeno[1,2-b]quinoline (130 mg, 44.6% of theory). Reactants: COc1cc(Nc2nc3ccccc3nc2NS(=O)(=O)c2ccc(CO)nc2)cc(OC)c1, ClC(Cl)Cl, [Na+], O=C([O-])O, O, O=S(Cl)Cl. The product is COc1cc(Nc2nc3ccccc3nc2NS(=O)(=O)c2ccc(CCl)nc2)cc(OC)c1. As a reaction SMILES: [CH3:1][O:2][c:3]1[cH:4][c:5]([NH:11][c:12]2[c:13]([NH:22][S:23](=[O:24])(=[O:25])[c:26]3[cH:27][n:28][c:29]([CH2:32][OH:33])[cH:30][cH:31]3)[n:14][c:15]3[cH:16][cH:17][cH:18][cH:19][c:20]3[n:21]2)[cH:6][c:7]([O:9][CH3:10])[cH:8]1.[Cl:44][CH:45]([Cl:46])[Cl:47].[Na+:43].[O-:39][C:40]([OH:41])=[O:42].[OH2:38].[S:34]([Cl:35])([Cl:36])=[O:37]>>[CH3:1][O:2][c:3]1[cH:4][c:5]([NH:11][c:12]2[c:13]([NH:22][S:23](=[O:24])(=[O:25])[c:26]3[cH:27][n:28][c:29]([CH2:32][Cl:36])[cH:30][cH:31]3)[n:14][c:15]3[cH:16][cH:17][cH:18][cH:19][c:20]3[n:21]2)[cH:6][c:7]([O:9][CH3:10])[cH:8]1. The reactants are ClC1=CC=C(C=C1)[Mg]Br (4-chlorophenyl magnesium bromide), C(C)(C)(C)OC(=O)N1[C@H](CCCC1=O)C(=O)O ((R)-6-oxopiperidine-1,2-dicarboxylic acid 1-tert-butyl ester), C1CCOC1 (THF). Reaction conditions: time 1.5 hour. Procedure details: In nitrogen atmosphere, 4-chlorophenyl magnesium bromide (1.0 M, diethylether solution, 42 mL) was added to a THF solution (120 mL) of (R)-6-oxopiperidine-1,2-dicarboxylic acid 1-tert-butyl ester (CAS Register No. 183890-36-0, 9.00 g) over 20 min at −78° C. The resulting reaction solution was stirred at −78° C. to −40° C. for 1.5 hr and then quenched with a saturated ammonium chloride aqueous solution at −40° C. To this reaction solution, water was added. The resulting mixture was extracted with... Product: COC([C@@H](CCCC(=O)C1=CC=C(C=C1)Cl)NC(=O)OC(C)(C)C)=O ((R)-2-tert-butoxycarbonylamino-6-(4-chlorophenyl)-6-oxohexanoic acid methyl ester). As a reaction SMILES: [Cl:1][C:2]1[CH:7]=[CH:6][C:5]([Mg]Br)=[CH:4][CH:3]=1.[C:10]([O:14][C:15]([N:17]1[C:22](=[O:23])[CH2:21][CH2:20][CH2:19][C@@H:18]1[C:24]([OH:26])=[O:25])=[O:16])([CH3:13])([CH3:12])[CH3:11].[CH2:27]1COCC1>>[CH3:27][O:26][C:24](=[O:25])[C@H:18]([NH:17][C:15]([O:14][C:10]([CH3:13])([CH3:12])[CH3:11])=[O:16])[CH2:19][CH2:20][CH2:21][C:22]([C:5]1[CH:6]=[CH:7][C:2]([Cl:1])=[CH:3][CH:4]=1)=[O:23]. Starting materials: N(=[N+]=[N-])CC(COCC1=CC=CC=C1)COCCCCCCCCCCCCCCCC ([[3- azido-2-[(hexadecyloxy)methyl]propoxy]methyl]benzene), [H-].[Al+3].[Li+].[H-].[H-].[H-] (lithium aluminum hydride), S(=O)(=O)([O-])[O-].[Na+].[Na+] (sodium sulfate). The solvent is CCOCC (ether), CCOCC (ether). Reaction conditions: temperature 0 celsius, time 30 minute. Yields the product C(CCCCCCCCCCCCCCC)OCC(CN)COCC1=CC=CC=C1 (2-[(Hexadecyloxy)methyl]-3-(phenylmethoxy)-1-propanamine). Yield: 99.9%. As a reaction SMILES: [H-].[Al+3].[Li+].[H-].[H-].[H-].[N:7]([CH2:10][CH:11]([CH2:21][O:22][CH2:23][CH2:24][CH2:25][CH2:26][CH2:27][CH2:28][CH2:29][CH2:30][CH2:31][CH2:32][CH2:33][CH2:34][CH2:35][CH2:36][CH2:37][CH3:38])[CH2:12][O:13][CH2:14][C:15]1[CH:20]=[CH:19][CH:18]=[CH:17][CH:16]=1)=[N+]=[N-].S([O-])([O-])(=O)=O.[Na+].[Na+]>CCOCC>[CH2:23]([O:22][CH2:21][CH:11]([CH2:12][O:13][CH2:14][C:15]1[CH:20]=[CH:19][CH:18]=[CH:17][CH:16]=1)[CH2:10][NH2:7])[CH2:24][CH2:25][CH2:26][CH2:27][CH2:28][CH2:29][CH2:30][CH2:31][CH2:32][CH2:33][CH2:34][CH2:35][CH2:36][CH2:37][CH3:38] |f:0.1.2.3.4.5,7.8.9|. Reported procedure: To a solution of 0.87 g of lithium aluminum hydride in 80 ml of ether under argon is added, with stirring, over 30 minutes, a solution of 8.5 g of [[3- azido-2-[(hexadecyloxy)methyl]propoxy]methyl]benzene in 80 ml of ether. This mixture is refluxed for 3 hours, then cooled to 0° C. and 8 ml of saturated aqueous sodium sulfate solution is added. The mixture is filtered and the filtrate evaporated, to give 8.0 g of the desired compound as an oil. Reactants: CC(C)=CN(C1=CC=CC=C1)CCCCCCC (N-(2-methylprop-2-en-3-yl)N-n-heptyl aniline), C1(=CC(=CC=C1)C)C (m-xylene). Reagents/catalysts: [Cl-].[Zn+2].[Cl-] (zinc chloride). Run in ClCCl (dichloromethane). Yields the product CC1(N(C2=CC=CC=C2C1)CCCCCCC)C (2,2-dimethyl-N-n-heptylindoline). Yield: 95.8%. Reaction SMILES: CC(=C[N:5]([CH2:12][CH2:13][CH2:14][CH2:15][CH2:16][CH2:17][CH3:18])[C:6]1[CH:11]=CC=C[CH:7]=1)C.[C:19]1([CH3:26])[CH:24]=[CH:23][CH:22]=[C:21](C)[CH:20]=1>ClCCl.[Cl-].[Zn+2].[Cl-]>[CH3:7][C:6]1([CH3:11])[CH2:26][C:19]2[C:20](=[CH:21][CH:22]=[CH:23][CH:24]=2)[N:5]1[CH2:12][CH2:13][CH2:14][CH2:15][CH2:16][CH2:17][CH3:18] |f:3.4.5|. Procedure: N-(2-methylprop-2-en-3-yl)N-n-heptyl aniline (0.38 mole), zinc chloride (0.4 mole) and m-xylene (200 cm3) were refluxed for 17 hours before cooling and dissolving in dichloromethane. The dichloromethane was filtered and washed with water, separated, dried over magnesium sulphate, filtered and evaporated to leave an oil. The oil was eluted from silica using 50:50 dichloromethane/hexane as eluent evaporated of the solvent gave 2,2-dimethyl-N-n-heptylindoline (122 g, 95.8%). Starting materials: C1CCOC1, C[Si](C)(C)[N-][Si](C)(C)C, CO, Nc1c(F)cc(F)cc1F, COC(=O)c1cccc(-c2nc3ccccn3c2-c2ccnc(Nc3cc(F)c(CCN4CCCCC4)cc3OC)n2)c1, [Na+]. Product: COc1cc(CCN2CCCCC2)c(F)cc1Nc1nccc(-c2c(-c3cccc(C(=O)Nc4c(F)cc(F)cc4F)c3)nc3ccccn23)n1. Reaction SMILES: [CH2:66]1[O:67][CH2:68][CH2:69][CH2:70]1.[CH3:12][Si:13]([N-:14][Si:15]([CH3:16])([CH3:17])[CH3:18])([CH3:19])[CH3:20].[CH3:64][OH:65].[F:1][c:2]1[c:3]([NH2:4])[c:5]([F:10])[cH:6][c:7]([F:9])[cH:8]1.[F:21][c:22]1[c:23]([CH2:56][CH2:57][N:58]2[CH2:59][CH2:60][CH2:61][CH2:62][CH2:63]2)[cH:24][c:25]([O:54][CH3:55])[c:26]([NH:28][c:29]2[n:30][cH:31][cH:32][c:33](-[c:35]3[c:36](-[c:44]4[cH:45][c:46]([C:47](=[O:48])[O:49][CH3:50])[cH:51][cH:52][cH:53]4)[n:37][c:38]4[n:39]3[cH:40][cH:41][cH:42][cH:43]4)[n:34]2)[cH:27]1.[Na+:11]>>[F:1][c:2]1[c:3]([NH:4][C:47]([c:46]2[cH:45][c:44](-[c:36]3[c:35](-[c:33]4[cH:32][cH:31][n:30][c:29]([NH:28][c:26]5[c:25]([O:54][CH3:55])[cH:24][c:23]([CH2:56][CH2:57][N:58]6[CH2:59][CH2:60][CH2:61][CH2:62][CH2:63]6)[c:22]([F:21])[cH:27]5)[n:34]4)[n:39]4[c:38]([n:37]3)[cH:43][cH:42][cH:41][cH:40]4)[cH:53][cH:52][cH:51]2)=[O:48])[c:5]([F:10])[cH:6][c:7]([F:9])[cH:8]1. Yields the product O=C(NC1CCCC1)NC(Cc1ccccc1)(c1cc(F)cc(C(F)(F)F)c1)c1cccc(=O)[nH]1. Reactants: CO, COc1cccc(C(Cc2ccccc2)(NC(=O)NC2CCCC2)c2cc(F)cc(C(F)(F)F)c2)n1, ClC(Cl)Cl. RXN SMILES: [CH3:37][OH:38].[CH:1]1([NH:6][C:7](=[O:8])[NH:9][C:10]([CH2:11][c:12]2[cH:13][cH:14][cH:15][cH:16][cH:17]2)([c:18]2[n:19][c:20]([O:24][CH3:25])[cH:21][cH:22][cH:23]2)[c:26]2[cH:27][c:28]([F:36])[cH:29][c:30]([C:32]([F:33])([F:34])[F:35])[cH:31]2)[CH2:2][CH2:3][CH2:4][CH2:5]1.[Cl:39][CH:40]([Cl:41])[Cl:42]>>[CH:1]1([NH:6][C:7](=[O:8])[NH:9][C:10]([CH2:11][c:12]2[cH:13][cH:14][cH:15][cH:16][cH:17]2)([c:18]2[nH:19][c:20](=[O:24])[cH:21][cH:22][cH:23]2)[c:26]2[cH:27][c:28]([F:36])[cH:29][c:30]([C:32]([F:33])([F:34])[F:35])[cH:31]2)[CH2:2][CH2:3][CH2:4][CH2:5]1.